Dataset: the Open Reaction Database (ORD), a public repository of structured organic reaction records. Task: describe an organic reaction: reactants, conditions, products, and yield The reactants are N1CCC(C(=O)OCC)CC1 (ethyl isonipecotate), C1(=CC=CC=C1)C(C1=CC=CC=C1)(C1=CC=CC=C1)Cl (triphenylmethyl chloride). Run in ClCCl (dichloromethane), C(C)N(CC)CC (triethylamine). Reaction conditions: time 24 hour. Yields the product C(C)OC(=O)C1CCN(CC1)C(C1=CC=CC=C1)(C1=CC=CC=C1)C1=CC=CC=C1 (1-(triphenylmethyl)-4-piperidinecarboxylic acid ethylester). Yield: 112.3%. As a reaction SMILES: [NH:1]1[CH2:11][CH2:10][CH:4]([C:5]([O:7][CH2:8][CH3:9])=[O:6])[CH2:3][CH2:2]1.[C:12]1([C:18](Cl)([C:25]2[CH:30]=[CH:29][CH:28]=[CH:27][CH:26]=2)[C:19]2[CH:24]=[CH:23][CH:22]=[CH:21][CH:20]=2)[CH:17]=[CH:16][CH:15]=[CH:14][CH:13]=1>ClCCl.C(N(CC)CC)C>[CH2:8]([O:7][C:5]([CH:4]1[CH2:3][CH2:2][N:1]([C:18]([C:12]2[CH:17]=[CH:16][CH:15]=[CH:14][CH:13]=2)([C:25]2[CH:26]=[CH:27][CH:28]=[CH:29][CH:30]=2)[C:19]2[CH:20]=[CH:21][CH:22]=[CH:23][CH:24]=2)[CH2:11][CH2:10]1)=[O:6])[CH3:9]. Procedure details: A solution of ethyl isonipecotate (25 g; 0.165 mol) in dichloromethane (250 ml) and triethylamine (50 ml) was cooled in a water bath and triphenylmethyl chloride (48.7 g; 0.175 mol) was added portionwise. Shortly after the addition was completed a precipitate was formed. The mixture was stirred at room temperature for 24 h and the mixture was then washed with water, dried over sodium sulfate and evaporated to dryness to give a yellow oil (74.0 g). This oil was triturated with methanol to give th...